From a dataset of the Open Reaction Database (ORD), a public repository of structured organic reaction records. describe an organic reaction: reactants, conditions, products, and yield Starting materials: COc1ccc2cc(Br)sc2c1Br, [Li]CCCC, CCOCC, O=C1CCC(=O)N1Cl, O=S=O. Yields the product COc1ccc2cc(S(=O)(=O)Cl)sc2c1Br. As a reaction SMILES: [Br:1][c:2]1[cH:3][c:4]2[c:5]([s:6]1)[c:7]([Br:13])[c:8]([O:11][CH3:12])[cH:9][cH:10]2.[CH3:14][CH2:15][CH2:16][CH2:17][Li:18].[CH3:30][CH2:31][O:32][CH2:33][CH3:34].[Cl:22][N:23]1[C:24](=[O:25])[CH2:26][CH2:27][C:28]1=[O:29].[O:19]=[S:20]=[O:21]>>[c:2]1([S:20](=[O:19])(=[O:21])[Cl:22])[cH:3][c:4]2[c:5]([s:6]1)[c:7]([Br:13])[c:8]([O:11][CH3:12])[cH:9][cH:10]2. Reactants: FC(C1=CC=C2C(=N1)C=C(N2)C(=O)OCC)(F)F (ethyl 5-tri-fluoromethyl-1H-pyrrolo[3,2-b]pyridine-2-carboxylate), N1=CC=C(C=C1)CO ((pyridin-4-yl)methanol). Product: N1=CC=C(C=C1)CN1C(=CC2=NC(=CC=C21)C(F)(F)F)C(=O)OCC (ethyl 1-[(pyridin-4-yl)methyl]-5-trifluoromethyl-1H-pyrrolo[3,2-b]pyridine-2-carboxylate). The yield is 65.3%. Reaction SMILES: [F:1][C:2]([F:18])([F:17])[C:3]1[N:8]=[C:7]2[CH:9]=[C:10]([C:12]([O:14][CH2:15][CH3:16])=[O:13])[NH:11][C:6]2=[CH:5][CH:4]=1.[N:19]1[CH:24]=[CH:23][C:22]([CH2:25]O)=[CH:21][CH:20]=1>>[N:19]1[CH:24]=[CH:23][C:22]([CH2:25][N:11]2[C:6]3[C:7](=[N:8][C:3]([C:2]([F:1])([F:17])[F:18])=[CH:4][CH:5]=3)[CH:9]=[C:10]2[C:12]([O:14][CH2:15][CH3:16])=[O:13])=[CH:21][CH:20]=1. Procedure details: According to a process similar to that described in Example 24.1, using 5 g (18.4 mmol) of ethyl 5-tri-fluoromethyl-1H-pyrrolo[3,2-b]pyridine-2-carboxylate (Example 23.3) and 3.04 g (27.6 mmol) of (pyridin-4-yl)methanol, 4.2 g of the expected compound are isolated. The reactants are FC(C=1N=CN(C1)COCC[Si](C)(C)C)(F)F (4-trifluoromethyl-1-(2-trimethylsilanyl-ethoxymethyl)-1H-imidazole), [Li]CCCC (n-BuLi), CN(C)C=O (DMF). Yields the product FC(C=1N=C(N(C1)COCC[Si](C)(C)C)C=O)(F)F (4-Trifluoromethyl-1-(2-trimethylsilanyl-ethoxymethyl)-1H-imidazole-2-carbaldehyde). Yield: 14.2%. RXN SMILES: [F:1][C:2]([F:17])([F:16])[C:3]1[N:4]=[CH:5][N:6]([CH2:8][O:9][CH2:10][CH2:11][Si:12]([CH3:15])([CH3:14])[CH3:13])[CH:7]=1.[Li]CCCC.CN([CH:26]=[O:27])C>>[F:17][C:2]([F:16])([F:1])[C:3]1[N:4]=[C:5]([CH:26]=[O:27])[N:6]([CH2:8][O:9][CH2:10][CH2:11][Si:12]([CH3:13])([CH3:14])[CH3:15])[CH:7]=1. Procedure: Reaction of 4-trifluoromethyl-1-(2-trimethylsilanyl-ethoxymethyl)-1H-imidazole (590 mg, 2.2 mmol), 2.3 M n-BuLi (1.3 mL, 3.0 mmol), and DMF (0.51 mL, 6.6 mmol) followed by purification of the crude material on silica gel (10% EtOAc/hexanes) gave the title compound as a yellow oil (92 mg, 14% over two steps). 1H NMR (CDCl3) □ 0.02 (s, 9H), 0.95 (m, 2H), 3.60 (m, 2H), 5.79 (s, 2H), 7.28 (s, 1H), 7.67 (s, 1H), 9.86 (s, 1H). Reactants: CN(C)Cc1ccc(CC#N)cc1, [H][H]. The product is CN(C)Cc1ccc(CCN)cc1. RXN SMILES: [CH3:1][N:2]([CH3:3])[CH2:4][c:5]1[cH:6][cH:7][c:8]([CH2:11][C:12]#[N:13])[cH:9][cH:10]1.[H:14][H:15]>>[CH3:1][N:2]([CH3:3])[CH2:4][c:5]1[cH:6][cH:7][c:8]([CH2:11][CH2:12][NH2:13])[cH:9][cH:10]1.